Task: describe an organic reaction: reactants, conditions, products, and yield. Dataset: the Open Reaction Database (ORD), a public repository of structured organic reaction records The reactants are [Si](C)(C)(C(C)(C)C)OC1=CC=C(C=C1)C1=CC=CN2C1=NS(CC2)(=O)=O (9-(4-((tert-butyl(dimethyl)silyl)oxy)phenyl)-3,4-dihydropyrido[2,1-c][1,2,4]thiadiazine 2,2-dioxide). Reagents/catalysts: [Pt](=O)=O (Platinum(IV) oxide). Run in C1CCOC1 (THF), CO (MeOH). Run at time 4 hour. The product is [Si](C)(C)(C(C)(C)C)OC1=CC=C(C=C1)C1CCCN2C1=NS(CC2)(=O)=O (9-(4-((tert-butyl(dimethyl)silyl)oxy)phenyl)-3,4,6,7,8,9-hexahydropyrido[2,1-c][1,2,4]thiadiazine 2,2-dioxide). The yield is 85.6%. RXN SMILES: [Si:1]([O:8][C:9]1[CH:14]=[CH:13][C:12]([C:15]2[C:20]3=[N:21][S:22](=[O:26])(=[O:25])[CH2:23][CH2:24][N:19]3[CH:18]=[CH:17][CH:16]=2)=[CH:11][CH:10]=1)([C:4]([CH3:7])([CH3:6])[CH3:5])([CH3:3])[CH3:2]>C1COCC1.CO.[Pt](=O)=O>[Si:1]([O:8][C:9]1[CH:14]=[CH:13][C:12]([CH:15]2[C:20]3=[N:21][S:22](=[O:25])(=[O:26])[CH2:23][CH2:24][N:19]3[CH2:18][CH2:17][CH2:16]2)=[CH:11][CH:10]=1)([C:4]([CH3:7])([CH3:5])[CH3:6])([CH3:2])[CH3:3]. Reported procedure: Platinum(IV) oxide (2.0 g) was added to a solution of 9-(4-((tert-butyl(dimethyl)silyl)oxy)phenyl)-3,4-dihydropyrido[2,1-c][1,2,4]thiadiazine 2,2-dioxide (20.0 g) in THF (dry) (500 mL) and MeOH (300 mL) and the mixture was stirred at room temperature under H2 for 4 hr. The mixture was passed through NH silica gel cartridge with Celite (eluted with THF). The filtrate was concentrated in vacuo. The residual solid was recrystallized from THF (100 mL)-IPE (300 mL) to give the title compound (17.3 g)... Starting materials: C1(CCCC1)CC(C(=O)O)N1N=CC(=CC1=O)OC1=C(C(=CC=C1F)C)F (3-cyclopentyl-2-[4-(2,6-difluoro-3-methyl-phenoxy)-6-oxo-6H-pyridazin-1-yl]-propionic acid), CC1(OC[C@H](O1)CN1N=C(C=C1)N)C (1-((R)-2,2-dimethyl-[1,3]dioxolan-4-ylmethyl)-1H-pyrazol-3-ylamine), C1(CCCC1)CC(C(=O)O)N1N=CC(=CC1=O)OC1=C(C(=CC=C1F)C)F (3-cyclopentyl-2-[4-(2,6-difluoro-3-methyl-phenoxy)-6-oxo-6H-pyridazin-1-yl]-propionic acid), CC1(OC[C@H](O1)CN1N=C(C=C1)N)C (1-((R)-2,2-dimethyl-[1,3]dioxolan-4-ylmethyl)-1H-pyrazol-3-ylamine). Product: C1(CCCC1)CC(C(=O)NC1=NN(C=C1)C[C@H]1OC(OC1)(C)C)N1N=CC(=CC1=O)OC1=C(C(=CC=C1F)C)F (3-cyclopentyl-2-[4-(2,6-difluoro-3-methyl-phenoxy)-6-oxo-6H-pyridazin-1-yl]-N-[1-((R)-2,2-dimethyl-[1,3]dioxolan-4-ylmethyl)-1H-pyrazol-3-yl]-propionamide). As a reaction SMILES: [CH:1]1([CH2:6][CH:7]([N:11]2[C:16](=[O:17])[CH:15]=[C:14]([O:18][C:19]3[C:24]([F:25])=[CH:23][CH:22]=[C:21]([CH3:26])[C:20]=3[F:27])[CH:13]=[N:12]2)[C:8](O)=[O:9])[CH2:5][CH2:4][CH2:3][CH2:2]1.[CH3:28][C:29]1([CH3:41])[O:33][C@H:32]([CH2:34][N:35]2[CH:39]=[CH:38][C:37]([NH2:40])=[N:36]2)[CH2:31][O:30]1>>[CH:1]1([CH2:6][CH:7]([N:11]2[C:16](=[O:17])[CH:15]=[C:14]([O:18][C:19]3[C:24]([F:25])=[CH:23][CH:22]=[C:21]([CH3:26])[C:20]=3[F:27])[CH:13]=[N:12]2)[C:8]([NH:40][C:37]2[CH:38]=[CH:39][N:35]([CH2:34][C@@H:32]3[CH2:31][O:30][C:29]([CH3:41])([CH3:28])[O:33]3)[N:36]=2)=[O:9])[CH2:2][CH2:3][CH2:4][CH2:5]1. Procedure details: Using the method described in Example 49, 3-cyclopentyl-2-[4-(2,6-difluoro-3-methyl-phenoxy)-6-oxo-6H-pyridazin-1-yl]-propionic acid (Intermediate 84) and 1-((R)-2,2-dimethyl-[1,3]dioxolan-4-ylmethyl)-1H-pyrazol-3-ylamine (Intermediate 4) afforded 3-cyclopentyl-2-[4-(2,6-difluoro-3-methyl-phenoxy)-6-oxo-6H-pyridazin-1-yl]-N-[1-((R)-2,2-dimethyl-[1,3]dioxolan-4-ylmethyl)-1H-pyrazol-3-yl]-propionamide as a light yellow solid as a mixture of diastereomers (503.6 mg, 48%). As a reaction SMILES: [Cl-].[Al+3].[Cl-].[Cl-].[Cl:5][C:6]1[CH:11]=[CH:10][CH:9]=[CH:8][CH:7]=1.[P:12](Cl)([Cl:14])[Cl:13].P(Cl)(Cl)(Cl)=O>>[Cl:13][P:12]([Cl:14])[C:9]1[CH:10]=[CH:11][C:6]([Cl:5])=[CH:7][CH:8]=1 |f:0.1.2.3|. Solvent: petroleum ether. Procedure details: To a suspension of 53.3 g (0.4 mol) of aluminium chloride in 40 ml (0.39 mol) of chlorobenzene, 104.8 ml (1.2 mol) of phosphorus trichloride are added dropwise at ambient temperature. The reaction mixture is refluxed for three hours. Then within 30 minutes 37.2 ml (0.4 mol) of phosphorus oxychloride are added dropwise at 83° C. After 12 hours at ambient temperature the residue is stirred with petroleum ether and decanted off. The combined organic extracts are distilled under high vacuum at 57-61... Reactants: [Cl-].[Al+3].[Cl-].[Cl-] (aluminium chloride), ClC1=CC=CC=C1 (chlorobenzene), P(Cl)(Cl)Cl (phosphorus trichloride), P(=O)(Cl)(Cl)Cl (phosphorus oxychloride). Yields the product ClP(C1=CC=C(C=C1)Cl)Cl (dichloro-(4-chlorphenyl)-phosphine). The reactants are C(C1=CC=CC=C1)O (benzyl alcohol), C(CCCCCCCCCCCCC)OC1=CC=C(O1)C(=O)CC(=O)O (2-[5-(tetradecyloxy)-2-furoyl]acetic acid), N,N'-carbonyldiimidazole, C(=O)=O (carbon dioxide). Run in O1CCCC1 (tetrahydrofuran). Product: C(C1=CC=CC=C1)OC(CC(=O)C=1OC(=CC1)OCCCCCCCCCCCCCC)=O (2-[5-(tetradecyloxy)-2-furoyl]acetic acid benzyl ester). RXN SMILES: [CH2:1]([O:15][C:16]1[O:20][C:19]([C:21]([CH2:23][C:24]([OH:26])=[O:25])=[O:22])=[CH:18][CH:17]=1)[CH2:2][CH2:3][CH2:4][CH2:5][CH2:6][CH2:7][CH2:8][CH2:9][CH2:10][CH2:11][CH2:12][CH2:13][CH3:14].C(=O)=O.[CH2:30](O)[C:31]1[CH:36]=[CH:35][CH:34]=[CH:33][CH:32]=1>O1CCCC1>[CH2:30]([O:25][C:24](=[O:26])[CH2:23][C:21]([C:19]1[O:20][C:16]([O:15][CH2:1][CH2:2][CH2:3][CH2:4][CH2:5][CH2:6][CH2:7][CH2:8][CH2:9][CH2:10][CH2:11][CH2:12][CH2:13][CH3:14])=[CH:17][CH:18]=1)=[O:22])[C:31]1[CH:36]=[CH:35][CH:34]=[CH:33][CH:32]=1. Procedure: A mixture of 10.0 g (0.027 mole) of 2-[5-(tetradecyloxy)-2-furoyl]acetic acid, 4.4 g (0.027 mole) of N,N'-carbonyldiimidazole, and anhydrous tetrahydrofuran is stirred until the evolution of carbon dioxide stops. The mixture is cooled on an ice bath and 3.0 g (0.027 mole) of benzyl alcohol is added. The reaction is allowed to warm to room temperature and evaporated to dryness. The residue is extracted with ether-H2O. The ether layer is washed with 10% aqueous HCl, water, saturated sodium chlorid... The solvent is C1(=CC=CC=C1)C (toluene). Reported procedure: A suspension of 21.75 g (83.9 mmol) of 3,7-dimethoxyphenothiazine, 43.36 g (0.34 mmol) of dried, powdered potassium carbonate, 25.22 g (0.20 mol) of dimethyl sulphate and 1.35 g (4.19 mmol) of tris-[2-(2-methoxyethoxy)ethyl]amine in 300 ml of toluene was stirred at 110° for 1 hour, then cooled and poured into 1 l of ice-water. The mixture was acidified slightly with 2N hydrochloric acid solution and extracted with ethyl acetate. The combined organic phases were extracted with saturated sodium ch... Reaction conditions: time 1 hour. The yield is 80.2%. RXN SMILES: [CH3:1][O:2][C:3]1[CH:4]=[CH:5][C:6]2[NH:7][C:8]3[C:13]([S:14][C:15]=2[CH:16]=1)=[CH:12][C:11]([O:17][CH3:18])=[CH:10][CH:9]=3.[C:19](=O)([O-])[O-].[K+].[K+].S(OC)(OC)(=O)=O.Cl>C1(C)C=CC=CC=1.COCCOCCN(CCOCCOC)CCOCCOC>[CH3:1][O:2][C:3]1[CH:4]=[CH:5][C:6]2[N:7]([CH3:19])[C:8]3[C:13]([S:14][C:15]=2[CH:16]=1)=[CH:12][C:11]([O:17][CH3:18])=[CH:10][CH:9]=3 |f:1.2.3|. The product is COC=1C=CC=2N(C3=CC=C(C=C3SC2C1)OC)C (3,7-dimethoxy-10-methylphenothiazine). Reagents/catalysts: COCCOCCN(CCOCCOC)CCOCCOC (tris-[2-(2-methoxyethoxy)ethyl]amine). Starting materials: Cl (hydrochloric acid), COC=1C=CC=2NC3=CC=C(C=C3SC2C1)OC (3,7-dimethoxyphenothiazine), ice water, C([O-])([O-])=O.[K+].[K+] (potassium carbonate), S(=O)(=O)(OC)OC (dimethyl sulphate). Starting materials: CC(C(CC#N)=O)(C)C (4,4-dimethyl-3-oxopentane nitrile), N(N)C1=NC=CC=C1 (2-hydrazinopyridine). Yields the product C(C)(C)(C)C1=NN(C(=C1)N)C1=NC=CC=C1 (3-tert-Butyl-1-pyridin-2-yl-1H-pyrazol-5-amine). The yield is 99.0%. As a reaction SMILES: [CH3:1][C:2]([CH3:9])([CH3:8])[C:3](=O)[CH2:4][C:5]#[N:6].[NH:10]([C:12]1[CH:17]=[CH:16][CH:15]=[CH:14][N:13]=1)[NH2:11]>>[C:2]([C:3]1[CH:4]=[C:5]([NH2:6])[N:10]([C:12]2[CH:17]=[CH:16][CH:15]=[CH:14][N:13]=2)[N:11]=1)([CH3:9])([CH3:8])[CH3:1]. Procedure details: The title compound was prepared from 4,4-dimethyl-3-oxopentane nitrile and 2-hydrazinopyridine, using the same method as that described for preparation 7, as a solid in 99% yield. Reactants: NC=1C(=NN(C1C(N)=O)CCOCC)C(=O)OC (Methyl 4-amino-5-carbamoyl-1-(2-ethoxyethyl)-1H-pyrazole-3-carboxylate), N,N′-carbonyldiimidazole, CN(C=O)C (N,N-dimethylformamide). Reaction conditions: time 1 hour. The product is C(C)OCCN1N=C(C=2NC(NC(C21)=O)=O)C(=O)OC (Methyl 1-(2-ethoxyethyl)-5,7-dioxo-4,5,6,7-tetrahydro-1H-pyrazolo[4,3-d]pyrimidine-3-carboxylate). Reaction SMILES: [NH2:1][C:2]1[C:3]([C:15]([O:17][CH3:18])=[O:16])=[N:4][N:5]([CH2:10][CH2:11][O:12][CH2:13][CH3:14])[C:6]=1[C:7](=[O:9])[NH2:8].CN(C)[CH:21]=[O:22]>>[CH2:13]([O:12][CH2:11][CH2:10][N:5]1[C:6]2[C:7](=[O:9])[NH:8][C:21](=[O:22])[NH:1][C:2]=2[C:3]([C:15]([O:17][CH3:18])=[O:16])=[N:4]1)[CH3:14]. Procedure: A solution of the amide of Step 4 (570 mg, 3.38 mmol) in N,N-dimethylformamide (30 mL) was treated with N,N′-carbonyldiimidazole (658 mg, 4.06 mmol) and the reaction mixture stirred at room temperature for 1 hour and then at 90° C. for 18 hours. The reaction mixture was concentrated in vacuo and the crude product suspended in acetone and sonicated for 30 minutes. The solid product was filtered off and dried in vacuo to yield the title product. The reactants are ClC1=C(C#N)C=CC=N1 (2-chloronicotinonitrile), CC(C)O (2-propanol), [OH-].[K+] (KOH), C1COCCOCCOCCOCCOCCO1 (18-crown-6). Solvent: C1(=CC=CC=C1)C (toluene). Conditions: temperature 60 celsius, time 16 hour. Product: C(C)(C)OC1=C(C#N)C=CC=N1 (2-isopropoxy-nicotinonitrile). Yield: 94.2%. RXN SMILES: Cl[C:2]1[N:9]=[CH:8][CH:7]=[CH:6][C:3]=1[C:4]#[N:5].[CH3:10][CH:11]([OH:13])[CH3:12].[OH-].[K+].C1OCCOCCOCCOCCOCCOC1>C1(C)C=CC=CC=1>[CH:11]([O:13][C:2]1[N:9]=[CH:8][CH:7]=[CH:6][C:3]=1[C:4]#[N:5])([CH3:12])[CH3:10] |f:2.3|. Reported procedure: A mixture of 2-chloronicotinonitrile (1.0 g, 7.2 mmol), 2-propanol (0.87 g, 14.4 mmol), KOH (0.81 g, 14.4 mmol) and 18-crown-6 (1.8 g, 2.89 mmol) in toluene (30 mL) was stirred at 60° C. for 16 h. The reaction mixture was quenched with water and the organic phase was separated and then washed with water (×5). The organic phase was dried over Na2SO4 and concentrated to yield crude 2-isopropoxy-nicotinonitrile (1.1 g, 94%) which was used without further purification.